This data is from the Open Reaction Database (ORD), a public repository of structured organic reaction records. The task is: describe an organic reaction: reactants, conditions, products, and yield As a reaction SMILES: [CH2:1]([CH:2]=[CH2:3])[c:4]1[cH:5][c:6]([C:7](=[O:8])[O:9][CH2:10][CH3:11])[cH:12][cH:13][c:14]1[OH:15].[CH3:27][CH2:28][O:29][C:30](=[O:31])[CH3:32].[CH:33]([Cl:34])([Cl:35])[Cl:36].[OH:16][O:17][C:18]([c:19]1[cH:20][c:21]([Cl:22])[cH:23][cH:24][cH:25]1)=[O:26]>>[CH2:1]1[CH:2]([CH2:3][OH:16])[O:15][c:14]2[c:4]1[cH:5][c:6]([C:7](=[O:8])[O:9][CH2:10][CH3:11])[cH:12][cH:13]2. Reactants: C=CCc1cc(C(=O)OCC)ccc1O, CCOC(C)=O, ClC(Cl)Cl, O=C(OO)c1cccc(Cl)c1. Yields the product CCOC(=O)c1ccc2c(c1)CC(CO)O2. Starting materials: FC1=CC2=C(SC(=C2O)C(=O)N)C=C1 (5-fluoro-3-hydroxybenzo[b]-thiophene-2-carboxamide), C1(=CC=CC=C1)C(C=O)C1=CC=CC=C1 (diphenylacetaldehyde). The reagents and catalysts are O.C1(=CC=C(C=C1)S(=O)(=O)O)C (p-toluenesulfonic acid monohydrate). The solvent is C1(=CC=CC=C1)C (toluene). Yields the product FC1=CC2=C(SC(=C2O)C(=O)NC=C(C2=CC=CC=C2)C2=CC=CC=C2)C=C1 (5-fluoro-3-hydroxy-N-(2,2-diphenylethenyl)benzo[b]thiophene-2-carboxamide). The yield is 82.1%. As a reaction SMILES: [F:1][C:2]1[CH:14]=[CH:13][C:5]2[S:6][C:7]([C:10]([NH2:12])=[O:11])=[C:8]([OH:9])[C:4]=2[CH:3]=1.[C:15]1([CH:21]([C:24]2[CH:29]=[CH:28][CH:27]=[CH:26][CH:25]=2)[CH:22]=O)[CH:20]=[CH:19][CH:18]=[CH:17][CH:16]=1>C1(C)C=CC=CC=1.O.C1(C)C=CC(S(O)(=O)=O)=CC=1>[F:1][C:2]1[CH:14]=[CH:13][C:5]2[S:6][C:7]([C:10]([NH:12][CH:22]=[C:21]([C:15]3[CH:20]=[CH:19][CH:18]=[CH:17][CH:16]=3)[C:24]3[CH:29]=[CH:28][CH:27]=[CH:26][CH:25]=3)=[O:11])=[C:8]([OH:9])[C:4]=2[CH:3]=1 |f:3.4|. Procedure details: To a solution of 5-fluoro-3-hydroxybenzo[b]-thiophene-2-carboxamide (400 mg, 1.89 mmol) in hot toluene (35 ml) were added diphenylacetaldehyde (577 mg, 2.84 mmol) and p-toluenesulfonic acid monohydrate (25 mg). The reaction mixture was stirred at reflux temperature for 2 hours with azeotropic removal of water, cooled, and evaporated under diminished pressure. The solid obtained was recrystallized from diethyl ether-hexane to yield 604 mg (82%) of 5-fluoro-3-hydroxy-N-(2,2-diphenylethenyl)benzo[b... Reactants: C1(=CC=CC=C1)N1O[C@@H]([C@H](B1)C1=CC=CC=C1)C1=CC=CC=C1 ((4R, 5S)-(+)-2,4,5-Triphenyl oxazaborolidine), C1(=CC=CC=C1)[C@H]1BN(O[C@@H]1C1=CC=CC=C1)C ((4R, 5S)-(+)-4,5-Diphenyl-2-methyl oxazaborolidine). Yields the product [C@H]1(CCCC2=CC=CC=C12)O ((R)-(+)-1,2,3,4-Tetrahydro-1-naphthol). As a reaction SMILES: C1(N2B[C@H:10]([C:12]3[CH:17]=CC=CC=3)[C@@H:9]([C:18]3[CH:23]=[CH:22][CH:21]=[CH:20][CH:19]=3)[O:8]2)C=CC=CC=1.C1([C@@H]2[C@@H](C3C=CC=CC=3)ON(C)B2)C=CC=CC=1>>[C@H:9]1([OH:8])[C:18]2[C:19](=[CH:20][CH:21]=[CH:22][CH:23]=2)[CH2:17][CH2:12][CH2:10]1. Procedure: Using substantially the same procedure as recited in Example 4 but substituting the title compound of Example 2 for the title compound of Example 1, the title compound of Example 12 was prepared in 88% e.e.